This data is from the Open Reaction Database (ORD), a public repository of structured organic reaction records. The task is: describe an organic reaction: reactants, conditions, products, and yield Starting materials: C(C)OC(COC1=C(C=C(C=C1)SC1=CC=C(C=C1)COC1=CC=C(C=C1)C(F)(F)F)C)=O (4-[[4-[(4-Trifluoromethylphenoxy)methyl]phenyl]sulfanyl]-2-methylphenoxy-acetic acid ethyl ester), C1CCOC1 (THF), CO (MeOH), [OH-].[Na+] (NaOH). The solvent is CCOC(=O)C (AcOEt), Cl (HCl), Cl (HCl). Reaction conditions: time 1 hour. The product is FC(C1=CC=C(OCC2=CC=C(C=C2)SC2=CC(=C(OCC(=O)O)C=C2)C)C=C1)(F)F (4-[[4-[(4-Trifluoromethylphenoxy)methyl]phenyl]sulfanyl]-2-methylphenoxy-acetic acid). Isolated yield 86.8%. Reaction SMILES: C([O:3][C:4](=[O:33])[CH2:5][O:6][C:7]1[CH:12]=[CH:11][C:10]([S:13][C:14]2[CH:19]=[CH:18][C:17]([CH2:20][O:21][C:22]3[CH:27]=[CH:26][C:25]([C:28]([F:31])([F:30])[F:29])=[CH:24][CH:23]=3)=[CH:16][CH:15]=2)=[CH:9][C:8]=1[CH3:32])C.C1COCC1.CO.[OH-].[Na+]>CCOC(C)=O.Cl>[F:30][C:28]([F:29])([F:31])[C:25]1[CH:26]=[CH:27][C:22]([O:21][CH2:20][C:17]2[CH:18]=[CH:19][C:14]([S:13][C:10]3[CH:11]=[CH:12][C:7]([O:6][CH2:5][C:4]([OH:33])=[O:3])=[C:8]([CH3:32])[CH:9]=3)=[CH:15][CH:16]=2)=[CH:23][CH:24]=1 |f:3.4|. Reported procedure: A 1 L round-bottomed flask was charged with compound 7.4 (40.9 g, 85.8 mmol), THF (100 mL) and MeOH (100 mL). Next, 2 N NaOH (86 mL, 172 mmol) was added dropwise, and the reaction was stirred at room temperature for 1 h. The solution was neutralized with 2 N HCl (86 mL) and the organic solvent was evaporated to give an aqueous solution and an insoluble oil. The residue was diluted with AcOEt (300 mL) and 1N HCl (300 mL), and partitioned. The organic phase was successively washed with water (400 ... Starting materials: CCCCCOc1ccc(-c2cc(-c3ccc(C(=O)OC)cc3)no2)cc1, CO, [K+], C1CCOC1, [OH-]. Yields the product CCCCCOc1ccc(-c2cc(-c3ccc(C(=O)[O-])cc3)no2)cc1, [K+]. As a reaction SMILES: [CH2:1]([CH2:2][CH2:3][CH2:4][CH3:5])[O:6][c:7]1[cH:8][cH:9][c:10](-[c:13]2[cH:14][c:15](-[c:18]3[cH:19][cH:20][c:21]([C:22](=[O:23])[O:24][CH3:25])[cH:26][cH:27]3)[n:16][o:17]2)[cH:11][cH:12]1.[CH3:28][OH:29].[K+:31].[O:32]1[CH2:33][CH2:34][CH2:35][CH2:36]1.[OH-:30]>>[CH2:1]([CH2:2][CH2:3][CH2:4][CH3:5])[O:6][c:7]1[cH:8][cH:9][c:10](-[c:13]2[cH:14][c:15](-[c:18]3[cH:19][cH:20][c:21]([C:22](=[O:23])[O-:24])[cH:26][cH:27]3)[n:16][o:17]2)[cH:11][cH:12]1.[K+:31]. Reactants: NC1=NN2C(N=C(C=C2OC)OC)=N1 (2-Amino-5,7-dimethoxy[1,2,4]triazolo[1,5-a]pyrimidine), N1=CC(=CC(=C1)C)C (3,5-Lutidine), Cl (HCl), Cl.COC1=NC=2N(C(=C1)OC)N=C(N2)N=S(C)C (N-(5,7-dimethoxy[1,2,4]triazolo[1,5-a]pyrimidin-2-yl)-S,S-dimethyl-sulfilimine hydrochloride salt), COC1=NC=CC(=C1S(=O)(=O)Cl)C(F)(F)F (2-methoxy-4-(trifluoromethyl)-pyridine-3-sulfonyl chloride). Run in C(C)#N (acetonitrile). Conditions: time 22 hour. Yields the product COC1=NC=2N(C(=C1)OC)N=C(N2)NS(=O)(=O)C=2C(=NC=CC2C(F)(F)F)OC (N-(5,7-dimethoxy[1,2,4]triazolo[1,5-a]pyrimidin-2-yl)-2-methoxy-4-(trifluoromethyl)pyridine-3-sulfonamide). Isolated yield 82.9%. RXN SMILES: [NH2:1][C:2]1[N:14]=[C:5]2[N:6]=[C:7]([O:12][CH3:13])[CH:8]=[C:9]([O:10][CH3:11])[N:4]2[N:3]=1.Cl.COC1C=C(OC)N2N=C(N=S(C)C)N=C2N=1.[CH3:33][O:34][C:35]1[C:40]([S:41](Cl)(=[O:43])=[O:42])=[C:39]([C:45]([F:48])([F:47])[F:46])[CH:38]=[CH:37][N:36]=1.N1C=C(C)C=C(C)C=1.Cl>C(#N)C>[CH3:13][O:12][C:7]1[CH:8]=[C:9]([O:10][CH3:11])[N:4]2[N:3]=[C:2]([NH:1][S:41]([C:40]3[C:35]([O:34][CH3:33])=[N:36][CH:37]=[CH:38][C:39]=3[C:45]([F:48])([F:46])[F:47])(=[O:42])=[O:43])[N:14]=[C:5]2[N:6]=1 |f:1.2|. Procedure details: 2-Amino-5,7-dimethoxy[1,2,4]triazolo[1,5-a]pyrimidine (9.8 g, 0.050 mol) and N-(5,7-dimethoxy[1,2,4]triazolo[1,5-a]pyrimidin-2-yl)-S,S-dimethyl-sulfilimine hydrochloride salt (1.5 g, 0.005 mol) solids were combined with 2-methoxy-4-(trifluoromethyl)-pyridine-3-sulfonyl chloride (14 g, 0.051 mol) in acetonitrile (40 mL). 3,5-Lutidine (31 g, 93% technical) was added, and the mixture was stirred at room temperature for 22 hours. The mixture was warmed to 42° C. and treated with 3 N HCl (65 mL), aft... RXN SMILES: [ClH:1].[CH3:2][O:3][C:4]1[CH:11]=[CH:10][C:9]([CH2:12][N:13]2[CH2:18][CH2:17][O:16][CH2:15][CH2:14]2)=[CH:8][C:5]=1[C:6]#[N:7].[CH2:19]([OH:21])[CH3:20]>>[ClH:1].[CH3:2][O:3][C:4]1[CH:11]=[CH:10][C:9]([CH2:12][N:13]2[CH2:18][CH2:17][O:16][CH2:15][CH2:14]2)=[CH:8][C:5]=1[C:6](=[NH:7])[O:21][CH2:19][CH3:20] |f:3.4|. The product is Cl.COC1=C(C(OCC)=N)C=C(C=C1)CN1CCOCC1 (ethyl 2-methoxy-5-morpholin-4-ylmethyl-benzimidate hydrochloride). Procedure: Hydrogen chloride gas was passed through a solution of 2-methoxy-5-morpholin-4-ylmethyl-benzonitrile (300 mg, 1.292 mmol) in anhydrous ethanol (30 mL) at room temperature. After 2 h, hydrogen chloride gas was stopped and the reaction vessel was sealed. After stirring at room temperature for 12 h, the reaction vessel was cooled to 0° C. and opened. The solvent was evaporated in vacuo to dryness to afford crude ethyl 2-methoxy-5-morpholin-4-ylmethyl-benzimidate hydrochloride. meso-1,2-Bis-(4-chlor... Reactants: Cl (Hydrogen chloride), COC1=C(C#N)C=C(C=C1)CN1CCOCC1 (2-methoxy-5-morpholin-4-ylmethyl-benzonitrile), C(C)O (ethanol), Cl (hydrogen chloride). Conditions: time 2 hour. The reactants are O.NN (Hydrazine hydrate), FC1=C(C=C(C=C1)CC(=O)C=1C(=CNC1C)C(=O)OC)C(=O)N1CCC(CC1)OC (Methyl 4-(2-(4-fluoro-3-(4-methoxypiperidine-1-carbonyl)phenyl)acetyl)-5-methyl-1H-pyrrole-3-carboxylate). The solvent is C(C)(=O)O (acetic acid). Run at time 2 day. The product is FC1=C(C=C(CC=2C=3C(C(NN2)=O)=CNC3C)C=C1)C(=O)N1CCC(CC1)OC (4-(4-fluoro-3-(4-methoxypiperidine-1-carbonyl)benzyl)-5-methyl-2,6-dihydro-1H-pyrrolo[3,4-d]pyridazin-1-one). Yield: 19.7%. Reaction SMILES: O.[NH2:2][NH2:3].[F:4][C:5]1[CH:10]=[CH:9][C:8]([CH2:11][C:12]([C:14]2[C:15]([C:20](OC)=[O:21])=[CH:16][NH:17][C:18]=2[CH3:19])=O)=[CH:7][C:6]=1[C:24]([N:26]1[CH2:31][CH2:30][CH:29]([O:32][CH3:33])[CH2:28][CH2:27]1)=[O:25]>C(O)(=O)C>[F:4][C:5]1[CH:10]=[CH:9][C:8]([CH2:11][C:12]2[C:14]3[C:15](=[CH:16][NH:17][C:18]=3[CH3:19])[C:20](=[O:21])[NH:2][N:3]=2)=[CH:7][C:6]=1[C:24]([N:26]1[CH2:27][CH2:28][CH:29]([O:32][CH3:33])[CH2:30][CH2:31]1)=[O:25] |f:0.1|. Procedure: Hydrazine hydrate (0.023 mL, 0.31 mmol) was added to methyl 4-(2-(4-fluoro-3-(4-methoxypiperidine-1-carbonyl)phenyl)acetyl)-5-methyl-1H-pyrrole-3-carboxylate (62) (0.117 g, 0.28 mmol) in acetic acid (4 mL). The resulting solution was stirred at room temperature for 2 days. The resulting mixture was evaporated to dryness and the residue was azeotroped with toluene to afford crude product, which was purified by preparative HPLC (Waters XBridge Prep C18 OBD column, 5μ silica, 19 mm diameter, 100 mm... Starting materials: ClC1=C(C=C(C=C1)C(CN(CC1=CC=CC=C1)C(CCC1=CC=CC=C1)C)O)S(=O)(=O)N (2-chloro-5-[1-hydroxy-2-[N-(1-methyl-3-phenylpropyl)-N-(phenylmethyl)amino]ethyl]-benzenesulphonamide), [H][H] (hydrogen). Reagents/catalysts: [Pd]=O (palladium oxide). The product is Cl.ClC1=C(C=C(C=C1)C(CNC(CCC1=CC=CC=C1)C)O)S(=O)(=O)N (2-Chloro-5-[1-hydroxy-2-[(1-methyl-3-phenylpropyl)-amino]ethyl]benzenesulphonamide, hydrochloride). RXN SMILES: [Cl:1][C:2]1[CH:7]=[CH:6][C:5]([CH:8]([OH:28])[CH2:9][N:10]([CH:18]([CH3:27])[CH2:19][CH2:20][C:21]2[CH:26]=[CH:25][CH:24]=[CH:23][CH:22]=2)CC2C=CC=CC=2)=[CH:4][C:3]=1[S:29]([NH2:32])(=[O:31])=[O:30].[H][H]>[Pd]=O>[ClH:1].[Cl:1][C:2]1[CH:7]=[CH:6][C:5]([CH:8]([OH:28])[CH2:9][NH:10][CH:18]([CH3:27])[CH2:19][CH2:20][C:21]2[CH:26]=[CH:25][CH:24]=[CH:23][CH:22]=2)=[CH:4][C:3]=1[S:29]([NH2:32])(=[O:31])=[O:30] |f:3.4|. Procedure: A solution of 2-chloro-5-[1-hydroxy-2-[N-(1-methyl-3-phenylpropyl)-N-(phenylmethyl)amino]ethyl]-benzenesulphonamide (0.5 g) was hydrogenated over palladium oxide (0.05 g) for 18 hours (64 ml of hydrogen taken up; theory 48 ml). The catalyst was filtered off, washed with ethanol, and the resulting solution evaporated to dryness under reduced pressure to give the product as a white foam, 0.3 g, m.p. 88-94°. Reactants: O=C(O)c1cc2cc(F)cc(F)c2[nH]1, O=C(O)C(F)(F)F, [H-], [Na+], CN(C)C=O, Cc1ccc(S(=O)(=O)OCCOC2CCCC(OCc3nc(-c4cccc(C)c4)oc3C)C2)cc1. Product: Cc1cccc(-c2nc(COC3CCCC(OCCn4c(C(=O)O)cc5cc(F)cc(F)c54)C3)c(C)o2)c1. Reaction SMILES: [F:1][c:2]1[cH:3][c:4]2[cH:5][c:6]([C:12](=[O:13])[OH:14])[nH:7][c:8]2[c:9]([F:11])[cH:10]1.[F:52][C:53]([F:54])([F:55])[C:56]([OH:57])=[O:58].[H-:15].[Na+:16].[O:59]=[CH:60][N:61]([CH3:62])[CH3:63].[c:17]1([CH3:18])[cH:19][cH:20][c:21]([S:22]([O:23][CH2:27][CH2:28][O:29][CH:30]2[CH2:31][CH:32]([O:36][CH2:37][c:38]3[n:39][c:40](-[c:44]4[cH:45][c:46]([CH3:50])[cH:47][cH:48][cH:49]4)[o:41][c:42]3[CH3:43])[CH2:33][CH2:34][CH2:35]2)(=[O:24])=[O:25])[cH:26][cH:51]1>>[F:1][c:2]1[cH:3][c:4]2[cH:5][c:6]([C:12](=[O:13])[OH:14])[n:7]([CH2:27][CH2:28][O:29][CH:30]3[CH2:31][CH:32]([O:36][CH2:37][c:38]4[n:39][c:40](-[c:44]5[cH:45][c:46]([CH3:50])[cH:47][cH:48][cH:49]5)[o:41][c:42]4[CH3:43])[CH2:33][CH2:34][CH2:35]3)[c:8]2[c:9]([F:11])[cH:10]1. Reactants: C(C)(C)(C)OC(NC1=C(C=C(C(=C1)OCC)C(F)(F)F)N)=O ((2-amino-5-ethoxy-4-trifluoromethyl-phenyl)-carbamic acid tert-butyl ester), C(C)(C)(C)OC(CC(C1=CC(=CC=C1)C1=NC=CC=C1)=O)=O (3-oxo-3-(3-pyridin-2-yl-phenyl)-propionic acid tert-butyl ester). Product: C(C)(C)(C)OC(NC1=C(C=C(C(=C1)OCC)C(F)(F)F)NC(CC(C1=CC(=CC=C1)C1=NC=CC=C1)=O)=O)=O ({5-Ethoxy-2-[3-oxo-3-(3-pyridin-2-yl-phenyl)-propionylamino]-4-trifluoromethyl-phenyl}-carbamic acid tert-butyl ester), solid. As a reaction SMILES: [C:1]([O:5][C:6](=[O:22])[NH:7][C:8]1[CH:13]=[C:12]([O:14][CH2:15][CH3:16])[C:11]([C:17]([F:20])([F:19])[F:18])=[CH:10][C:9]=1[NH2:21])([CH3:4])([CH3:3])[CH3:2].C([O:27][C:28](=O)[CH2:29][C:30](=[O:43])[C:31]1[CH:36]=[CH:35][CH:34]=[C:33]([C:37]2[CH:42]=[CH:41][CH:40]=[CH:39][N:38]=2)[CH:32]=1)(C)(C)C>>[C:1]([O:5][C:6](=[O:22])[NH:7][C:8]1[CH:13]=[C:12]([O:14][CH2:15][CH3:16])[C:11]([C:17]([F:20])([F:19])[F:18])=[CH:10][C:9]=1[NH:21][C:28](=[O:27])[CH2:29][C:30](=[O:43])[C:31]1[CH:36]=[CH:35][CH:34]=[C:33]([C:37]2[CH:42]=[CH:41][CH:40]=[CH:39][N:38]=2)[CH:32]=1)([CH3:2])([CH3:3])[CH3:4]. Procedure details: The title compound was prepared from (2-amino-5-ethoxy-4-trifluoromethyl-phenyl)-carbamic acid tert-butyl ester (Example J8) (240 mg, 0.75 mmol) and 3-oxo-3-(3-pyridin-2-yl-phenyl)-propionic acid tert-butyl ester (Example K3) (223 mg, 0.75 mmol) according to the general procedure M. Obtained as an off-white solid (234 mg).